From a dataset of the Open Reaction Database (ORD), a public repository of structured organic reaction records. describe an organic reaction: reactants, conditions, products, and yield The reactants are BrC=1C=C2C=CC(=CC2=CC1)S (6-bromo-2-naphthalenethiol), IC=1C=C(C=CC1)C1(CCOCC1)OC (4-(3-iodophenyl)-4-methoxytetrahydropyran). Yields the product BrC=1C=C2C=CC(=CC2=CC1)SC=1C=C(C=CC1)C1(CCOCC1)OC (4-[3-(6-bromonaphth-2-ylthio)phenyl]-4-methoxytetrahydropyran). Isolated yield 30.0%. Reaction SMILES: [Br:1][C:2]1[CH:3]=[C:4]2[C:9](=[CH:10][CH:11]=1)[CH:8]=[C:7]([SH:12])[CH:6]=[CH:5]2.I[C:14]1[CH:15]=[C:16]([C:20]2([O:26][CH3:27])[CH2:25][CH2:24][O:23][CH2:22][CH2:21]2)[CH:17]=[CH:18][CH:19]=1>>[Br:1][C:2]1[CH:3]=[C:4]2[C:9](=[CH:10][CH:11]=1)[CH:8]=[C:7]([S:12][C:18]1[CH:17]=[C:16]([C:20]3([O:26][CH3:27])[CH2:25][CH2:24][O:23][CH2:22][CH2:21]3)[CH:15]=[CH:14][CH:19]=1)[CH:6]=[CH:5]2. Procedure details: Using a similar procedure to that described in Example 12, 6-bromo-2-naphthalenethiol was reacted with 4-(3-iodophenyl)-4-methoxytetrahydropyran to give 4-[3-(6-bromonaphth-2-ylthio)phenyl]-4-methoxytetrahydropyran in 30% yield, as an oil.